Dataset: the Open Reaction Database (ORD), a public repository of structured organic reaction records. Task: describe an organic reaction: reactants, conditions, products, and yield The reactants are C([O-])([O-])=O.[Mg+2] (magnesium carbonate), S(=O)(C1=CC=C(C=C1)N)(=O)O (sulfanilic acid). Product: S(=O)(C1=CC=C(C=C1)N)(=O)[O-].[Mg+2].S(=O)(C1=CC=C(C=C1)N)(=O)[O-] (Magnesium sulfanilate). Reaction SMILES: C(=O)([O-])[O-].[Mg+2:5].[S:6]([OH:16])(=[O:15])([C:8]1[CH:13]=[CH:12][C:11]([NH2:14])=[CH:10][CH:9]=1)=[O:7]>>[S:6]([O-:16])(=[O:15])([C:8]1[CH:9]=[CH:10][C:11]([NH2:14])=[CH:12][CH:13]=1)=[O:7].[Mg+2:5].[S:6]([O-:16])(=[O:15])([C:8]1[CH:9]=[CH:10][C:11]([NH2:14])=[CH:12][CH:13]=1)=[O:7] |f:0.1,3.4.5|. Reported procedure: Magnesium sulfanilate was prepared by reacting magnesium carbonate with sulfanilic acid in a mole ratio of 1:2 by heating to remove water and carbon dioxide. Reactants: FC([C@H]1NCCC1)(F)F ((2S)-2-(trifluoromethyl)pyrrolidine), ClCC1=NN=NN1C1=CC=C(C#N)C=C1 (4-[5-(chloromethyl)-1H-tetrazol-1-yl]benzonitrile), ClCC1=NN=NN1C1=CC=C(C#N)C=C1 (4-[5-(chloromethyl)-1H-tetrazol-1-yl]benzonitrile), CN1CCOCC1 (N-methylmorpholine). Run in C(C)#N (acetonitrile). Reaction conditions: temperature 160 celsius. The product is FC([C@H]1N(CCC1)CC1=NN=NN1C1=CC=C(C#N)C=C1)(F)F (4-(5-{[(2S)-2-(Trifluoromethyl)-1-pyrrolidinyl]methyl}-1H-tetrazol-1-yl)benzonitrile). As a reaction SMILES: Cl[CH2:2][C:3]1[N:7]([C:8]2[CH:15]=[CH:14][C:11]([C:12]#[N:13])=[CH:10][CH:9]=2)[N:6]=[N:5][N:4]=1.CN1CCOCC1.[F:23][C:24]([F:31])([F:30])[C@@H:25]1[CH2:29][CH2:28][CH2:27][NH:26]1>C(#N)C>[F:23][C:24]([F:31])([F:30])[C@@H:25]1[CH2:29][CH2:28][CH2:27][N:26]1[CH2:2][C:3]1[N:7]([C:8]2[CH:15]=[CH:14][C:11]([C:12]#[N:13])=[CH:10][CH:9]=2)[N:6]=[N:5][N:4]=1. Reported procedure: To a mixture of 4-[5-(chloromethyl)-1H-tetrazol-1-yl]benzonitrile (100 mg, 0.455 mmol, Intermediate 10) and polymer supported N-methylmorpholine (4 mmol/g, 171 mg, 0.683 mmol) in acetonitrile (3 mL) was added (2S)-2-(trifluoromethyl)pyrrolidine (95 mg, 0.683 mmol). The reaction mixture was heated at 120° C. for 20 min in a microwave reactor and at 140° C. for 20 min and at 150° C. for 30 min and finally at 160° C. for 30 min in the microwave reactor. Starting materials: C(=O)O.NCCC1=CC=C(C=C1)N1C(=NC=2C1=NC=CC2)C=2C=C(C=CC2)NC(=O)NCCCCCC (N-(3-{3-[4-(2-aminoethyl)phenyl]-3H-imidazo[4,5-b]pyridin-2-yl}phenyl)-N′-hexylurea formate), C(C)(C)(C)[Si](C1=CC=CC=C1)(C1=CC=CC=C1)OC1=CC=C(C=C1)OCC1OC1 (tert-butyl-(4-oxiranylmethoxy-phenoxy)-diphenyl-silane). The solvent is C(Cl)(Cl)Cl.CO (chloroform methanol). The product is C(CCCCC)NC(=O)NC1=CC(=CC=C1)C1=NC=2C(=NC=CC2)N1C1=CC=C(C=C1)CCNCC(COC1=CC=C(C=C1)O)O (1-Hexyl-3-{3-[3-(4-{2-[2-hydroxy-3-(4-hydroxy-phenoxy)-propylamino]-ethyl}-phenyl)-3H-imidazo[4,5-b]pyridin-2-yl]-phenyl}-urea). Yield: 40.8%. As a reaction SMILES: C(O)=O.[NH2:4][CH2:5][CH2:6][C:7]1[CH:12]=[CH:11][C:10]([N:13]2[C:17]3=[N:18][CH:19]=[CH:20][CH:21]=[C:16]3[N:15]=[C:14]2[C:22]2[CH:23]=[C:24]([NH:28][C:29]([NH:31][CH2:32][CH2:33][CH2:34][CH2:35][CH2:36][CH3:37])=[O:30])[CH:25]=[CH:26][CH:27]=2)=[CH:9][CH:8]=1.C([Si]([O:55][C:56]1[CH:61]=[CH:60][C:59]([O:62][CH2:63][CH:64]2[CH2:66][O:65]2)=[CH:58][CH:57]=1)(C1C=CC=CC=1)C1C=CC=CC=1)(C)(C)C>C(Cl)(Cl)Cl.CO>[CH2:32]([NH:31][C:29]([NH:28][C:24]1[CH:25]=[CH:26][CH:27]=[C:22]([C:14]2[N:13]([C:10]3[CH:11]=[CH:12][C:7]([CH2:6][CH2:5][NH:4][CH2:66][CH:64]([OH:65])[CH2:63][O:62][C:59]4[CH:60]=[CH:61][C:56]([OH:55])=[CH:57][CH:58]=4)=[CH:8][CH:9]=3)[C:17]3=[N:18][CH:19]=[CH:20][CH:21]=[C:16]3[N:15]=2)[CH:23]=1)=[O:30])[CH2:33][CH2:34][CH2:35][CH2:36][CH3:37] |f:0.1,3.4|. Procedure details: N-(3-{3-[4-(2-aminoethyl)phenyl]-3H-imidazo[4,5-b]pyridin-2-yl}phenyl)-N′-hexylurea formate (0.27 g, 0.539 mmol) was reacted with tert-butyl-(4-oxiranylmethoxy-phenoxy)-diphenyl-silane (0.217 g, 0.54 mmol) according to Procedure G (eluant: 20:1 chloroform-methanol) to give the title compound (0.19 g, 0.22 mmol). Reactants: OS(=O)(=O)O.O=S(=O)=O (Oleum), C(C1=CC=C(C(=O)OC)C=C1)(=O)OC (dimethyl terephthalate), C=O (paraformaldehyde), ice. Run in C(C)O (ethanol). Conditions: temperature 125 celsius, time 5 hour. The product is C(C)OC(=O)C=1C=C2COC(=O)C2=CC1 (5-Ethoxycarbonylphtalide). As a reaction SMILES: OS(O)(=O)=O.O=S(=O)=O.[C:10]([O:22][CH3:23])(=[O:21])[C:11]1[CH:20]=[CH:19][C:14]([C:15]([O:17][CH3:18])=[O:16])=[CH:13][CH:12]=1.[CH2:24]=O>C(O)C>[CH2:23]([O:22][C:10]([C:11]1[CH:20]=[C:19]2[C:14](=[CH:13][CH:12]=1)[C:15](=[O:16])[O:17][CH2:18]2)=[O:21])[CH3:24] |f:0.1|. Reported procedure: Oleum (20-25% SO3, 800 g), dimethyl terephthalate (234 g) and paraformaldehyde (48 g) are heated with stirring for 5 hours at 125° C. The reaction mixture is cooled to 70° C. and poured into ethanol (1,6 L) having room temperature. This mixture is heated to reflux for 1½ hour before ice (800 g) is added. The suspension is stirred overnight, filtered off and washed with ethanol (150 ml). The crude product is suspended in water (800 ml) and pH is adjusted to 4 with NaOH (27%). The precipitate is f...